Dataset: the Open Reaction Database (ORD), a public repository of structured organic reaction records. Task: describe an organic reaction: reactants, conditions, products, and yield Reactants: C(C)(=O)NCCSC1=C(N2C([C@@H]([C@H]2C1)[C@H](C)O)=O)C(=O)OCC1=CC=C(C=C1)[N+](=O)[O-] (p-Nitrobenzyl (5R,6S)-3-(2-acetamidoethylthio)-6-[(1S)-1-hydroxyethyl]-7-oxo-1-azabicyclo[3.2.0]hept-2-ene-2-carboxylate), Cl[Si](C)(C)C (chlorotrimethylsilane). Run in N1=CC=CC=C1 (pyridine). The product is C(C)(=O)NCCSC1=C(N2C([C@@H]([C@H]2C1)[C@H](C)O[Si](C)(C)C)=O)C(=O)OCC1=CC=C(C=C1)[N+](=O)[O-] (p-nitrobenzyl (5R, 6S)-3-(2-acetamidoethylthio)-6-[(1S)-1-trimethylsilyloxyethyl]7-oxo-1-azabicyclo[3.2.0]hept-2-ene-2-carboxylate). RXN SMILES: [C:1]([NH:4][CH2:5][CH2:6][S:7][C:8]1[CH2:14][C@H:13]2[N:10]([C:11](=[O:18])[C@@H:12]2[C@@H:15]([OH:17])[CH3:16])[C:9]=1[C:19]([O:21][CH2:22][C:23]1[CH:28]=[CH:27][C:26]([N+:29]([O-:31])=[O:30])=[CH:25][CH:24]=1)=[O:20])(=[O:3])[CH3:2].Cl[Si:33]([CH3:36])([CH3:35])[CH3:34]>N1C=CC=CC=1>[C:1]([NH:4][CH2:5][CH2:6][S:7][C:8]1[CH2:14][C@H:13]2[N:10]([C:11](=[O:18])[C@@H:12]2[C@@H:15]([O:17][Si:33]([CH3:36])([CH3:35])[CH3:34])[CH3:16])[C:9]=1[C:19]([O:21][CH2:22][C:23]1[CH:28]=[CH:27][C:26]([N+:29]([O-:31])=[O:30])=[CH:25][CH:24]=1)=[O:20])(=[O:3])[CH3:2]. Reported procedure: p-Nitrobenzyl (5R,6S)-3-(2-acetamidoethylthio)-6-[(1S)-1-hydroxyethyl]-7-oxo-1-azabicyclo[3.2.0]hept-2-ene-2-carboxylate (250 mg) in pyridine (7 ml) were treated with 70 mg. aliquots of chlorotrimethylsilane until all the starting hydroxycompound has reacted (4 aliquots required). The pyridine was removed by evaporation in vacuo, ethyl acetate (20 ml) was added to the residue and the resultant solution washed with water (20 ml). The ethyl acetate was dried (MgSO4) and evaporated in vacuo. Toluen... Starting materials: FC1=C(C#N)C=C(C=C1)F (2,5-difluorobenzonitrile), C1C(C)OC2(CCNCC2)O1 (4-piperidone propylene ketal). The solvent is ClCCl (dichloromethane), C([O-])([O-])=O.[Na+].[Na+] (sodium carbonate). Conditions: time 11 day. The product is C1C(C)OC2(CCN(CC2)C2=C(C=C(C=C2)F)C#N)O1 (N-(2-Cyano-4-fluorophenyl)-4-piperidone propylene ketal). As a reaction SMILES: F[C:2]1[CH:9]=[CH:8][C:7]([F:10])=[CH:6][C:3]=1[C:4]#[N:5].[CH2:11]1[O:21][C:15]2([CH2:20][CH2:19][NH:18][CH2:17][CH2:16]2)[O:14][CH:12]1[CH3:13]>ClCCl.C(=O)([O-])[O-].[Na+].[Na+]>[CH2:11]1[O:21][C:15]2([CH2:20][CH2:19][N:18]([C:2]3[CH:9]=[CH:8][C:7]([F:10])=[CH:6][C:3]=3[C:4]#[N:5])[CH2:17][CH2:16]2)[O:14][CH:12]1[CH3:13] |f:3.4.5|. Reported procedure: A mixture of 2,5-difluorobenzonitrile (2.272 g, 16.33 mmol) and 4-piperidone propylene ketal (2.570 g, 16.34 mmol) was stirred at room temperature (11 d). The resulting mixture was diluted with dichloromethane and sodium carbonate solution and the aqueous layer was extracted with two additional portions of dichloromethane. The combined organic extracts were washed with brine and dried over Na2SO4. The solvent was removed in vacuo. PCTLC (SiO2, 6 mm, 20% EtOAc-80% hexane) afforded the title compo... Reactants: [N+](=O)([O-])C1=CC=C(C=C1)N(C([O-])=O)C1=CC=C(C=C1)C1=CC=NC=C1 (4-nitrophenyl[4-(4-pyridinyl)phenyl]carbamate), C(C)(C)N(C(C)C)CC (N,N-diisopropylethylamine), N[C@H](CO)C1=CC=CC=C1 ((2S)-2-amino-2-phenylethanol). Run in ClCCl (dichloromethane). Run at time 20 hour. Yields the product OC[C@H](C1=CC=CC=C1)NC(=O)NC1=CC=C(C=C1)C1=CC=NC=C1 (1-[(1S)-2-hydroxy-1-phenylethyl]-3-[4-(4-pyridinyl)phenyl]urea). Isolated yield 81.6%. RXN SMILES: [N+](C1C=CC([N:10]([C:14]2[CH:19]=[CH:18][C:17]([C:20]3[CH:25]=[CH:24][N:23]=[CH:22][CH:21]=3)=[CH:16][CH:15]=2)[C:11](=[O:13])[O-])=CC=1)([O-])=O.C(N(CC)C(C)C)(C)C.[NH2:35][C@@H:36]([C:39]1[CH:44]=[CH:43][CH:42]=[CH:41][CH:40]=1)[CH2:37][OH:38]>ClCCl>[OH:38][CH2:37][C@@H:36]([NH:35][C:11]([NH:10][C:14]1[CH:15]=[CH:16][C:17]([C:20]2[CH:21]=[CH:22][N:23]=[CH:24][CH:25]=2)=[CH:18][CH:19]=1)=[O:13])[C:39]1[CH:44]=[CH:43][CH:42]=[CH:41][CH:40]=1. Procedure details: To a solution of 4-nitrophenyl[4-(4-pyridinyl)phenyl]carbamate (7.50 g) and N,N-diisopropylethylamine (5.84 mL) in dichloromethane (150 mL) was added (2S)-2-amino-2-phenylethanol (4.60 g) at ambient temperature and the mixture was stirred at the same temperature for 20 hours. The resulting mixture was concentrated in vacuo and then water (45 mL) and ethyl acetate (45 mL) was added to the residue. The precipitated solid was collected by filtration and washed with water (30 mL×5) to obtain yellow ... Reactants: C(C1=CC=CC=C1)OC1=CC(NC=C1)=O (4-benzyloxy-2-pyridone), C(C1=CC=CC=C1)Br (benzylbromide), [OH-].[Na+] (sodium hydroxide). Reagents/catalysts: S(=O)(=O)(O)[O-].C(CCC)[N+](CCCC)(CCCC)CCCC (tetrabutylammonium hydrogen sulfate). The solvent is C1=CC=CC=C1 (benzene). The product is C(C1=CC=CC=C1)N1C(C=C(C=C1)OCC1=CC=CC=C1)=O (1-Benzyl-4-benzyloxy-2-pyridone). RXN SMILES: [CH2:1]([O:8][C:9]1[CH:14]=[CH:13][NH:12][C:11](=[O:15])[CH:10]=1)[C:2]1[CH:7]=[CH:6][CH:5]=[CH:4][CH:3]=1.[CH2:16](Br)[C:17]1[CH:22]=[CH:21][CH:20]=[CH:19][CH:18]=1.[OH-].[Na+]>S([O-])(O)(=O)=O.C([N+](CCCC)(CCCC)CCCC)CCC.C1C=CC=CC=1>[CH2:16]([N:12]1[CH:13]=[CH:14][C:9]([O:8][CH2:1][C:2]2[CH:3]=[CH:4][CH:5]=[CH:6][CH:7]=2)=[CH:10][C:11]1=[O:15])[C:17]1[CH:22]=[CH:21][CH:20]=[CH:19][CH:18]=1 |f:2.3,4.5|. Procedure details: In following a method similar to that described in Katigiri, N; Sato, M.; Yoneda, N.; Saikawa, S.; Sakamoto, T.; Muto, M.; Kaneko, C. J. Chem. Soc. Perkin Trans. 1, 1289-1296, 1986, a solution of 4-benzyloxy-2-pyridone 1 (1.00 g, 5.00 mmol), benzylbromide (4.28 g, 2.97 mL, 25.0 mmol), finely powdered sodium hydroxide (1.00 g, 25.0 mmol), and tetrabutylammonium hydrogen sulfate (0.679 g, 2.00 mmol) in benzene (180 mL) was heated at reflux for 2 h and then cooled to room temperature. The reaction ... Reactants: t-Bu nitrite, C(=O)(C(F)(F)F)O (TFA), [Si](C)(C)(C)N=[N+]=[N-] (TMS-azide), N(=O)OC(C)(C)C (tert-butyl nitrite), N(=[N+]=[N-])[Si](C)(C)C (azidotrimethylsilane), N(=[N+]=[N-])[Si](C)(C)C (azidotrimethylsilane), NC=1C=CC(=C(C1)C1=CCN(CC1)C(=O)OC(C)(C)C)N1C2=C(OCC1)C=C(C=C2)S(N(C=2SC=CN2)CC2=CC=C(C=C2)OC)(=O)=O (tert-butyl 4-(5-amino-2-(7-(N-(4-methoxybenzyl)-N-(thiazol-2-yl)sulfamoyl)-2H-benzo[b][1,4]oxazin-4(3H)-yl)phenyl)-5,6-dihydropyridine-1(2H)-carboxylate), N(=O)OC(C)(C)C (tert-butyl nitrite). The solvent is C(C)#N (acetonitrile). Conditions: time 20 minute. The product is FC(C(=O)O)(F)F.FC(C(=O)O)(F)F.N(=[N+]=[N-])C1=CC(=C(C=C1)N1C2=C(OCC1)C=C(C=C2)S(=O)(=O)NC=2SC=CN2)C=2CCNCC2 (4-(4-azido-2-(1,2,3,6-tetrahydropyridin-4-yl)phenyl)-N-(thiazol-2-yl)-3,4-dihydro-2H-benzo[b][1,4]oxazine-7-sulfonamide bis(2,2,2-trifluoroacetate)). Yield: 25.7%. RXN SMILES: [NH2:1][C:2]1[CH:3]=[CH:4][C:5]([N:21]2[CH2:26][CH2:25][O:24][C:23]3[CH:27]=[C:28]([S:31](=[O:48])(=[O:47])[N:32](CC4C=CC(OC)=CC=4)[C:33]4[S:34][CH:35]=[CH:36][N:37]=4)[CH:29]=[CH:30][C:22]2=3)=[C:6]([C:8]2[CH2:13][CH2:12][N:11](C(OC(C)(C)C)=O)[CH2:10][CH:9]=2)[CH:7]=1.N(OC(C)(C)C)=O.[N:56]([Si](C)(C)C)=[N+:57]=[N-].[C:63]([OH:69])([C:65]([F:68])([F:67])[F:66])=[O:64]>C(#N)C>[F:66][C:65]([F:68])([F:67])[C:63]([OH:69])=[O:64].[F:66][C:65]([F:68])([F:67])[C:63]([OH:69])=[O:64].[N:1]([C:2]1[CH:3]=[CH:4][C:5]([N:21]2[CH2:26][CH2:25][O:24][C:23]3[CH:27]=[C:28]([S:31]([NH:32][C:33]4[S:34][CH:35]=[CH:36][N:37]=4)(=[O:48])=[O:47])[CH:29]=[CH:30][C:22]2=3)=[C:6]([C:8]2[CH2:13][CH2:12][NH:11][CH2:10][CH:9]=2)[CH:7]=1)=[N+:56]=[N-:57] |f:5.6.7|. Reported procedure: To a solution of tert-butyl 4-(5-amino-2-(7-(N-(4-methoxybenzyl)-N-(thiazol-2-yl)sulfamoyl)-2H-benzo[b][1,4]oxazin-4(3H)-yl)phenyl)-5,6-dihydropyridine-1(2H)-carboxylate (0.105 g, 0.152 mmol) in dry acetonitrile (1.522 mL) at 0° C. was added tert-butyl nitrite (0.026 mL, 0.213 mmol) followed by dropwise addition of azidotrimethylsilane (0.024 mL, 0.183 mmol). The resulting mixture was stirred for 20 minutes, at which time no conversion to the desired was observed. Additional tert-butyl nitrite (... Reactants: C(\C=C\CCCCCCCCCCC)=O (trans-2-tetradecenal), CCCCCC.C(C)(=O)OCC (n-hexane ethyl acetate), C(=O)(OC)C=P(C1=CC=CC=C1)(C1=CC=CC=C1)C1=CC=CC=C1 ((carbomethoxymethylene)triphenylphosphorane). Solvent: C(Cl)Cl (methylene chloride). Run at time 2 hour. The product is methyl ester, C(\C=C\C=C\CCCCCCCCCCC)(=O)O (trans,trans-2,4-hexadecadienoic acid). As a reaction SMILES: [CH:1](=O)/[CH:2]=[CH:3]/[CH2:4][CH2:5][CH2:6][CH2:7][CH2:8][CH2:9][CH2:10][CH2:11][CH2:12][CH2:13][CH3:14].C(C=P(C1C=CC=CC=1)(C1C=CC=CC=1)C1C=CC=CC=1)(OC)=O.CCCCCC.[C:46]([O:49]CC)(=[O:48])[CH3:47]>C(Cl)Cl>[C:46]([OH:49])(=[O:48])/[CH:47]=[CH:1]/[CH:2]=[CH:3]/[CH2:4][CH2:5][CH2:6][CH2:7][CH2:8][CH2:9][CH2:10][CH2:11][CH2:12][CH2:13][CH3:14] |f:2.3|. Reported procedure: To the trans-2-tetradecenal (2.3 g) dissolved in methylene chloride (80 ml) was added (carbomethoxymethylene)triphenylphosphorane (4.4 g), and the mixture was stirred for 2 hours. The reaction mixture was subjected to chromatography on a silica gel column with eluent systems of n-hexane-ethyl acetate (from 100:1 to 20:1) to give the methyl ester of trans,trans-2,4-hexadecadienoic acid (2.2 g). Potassium hydroxide (2.8 g) was dissolved in a mixed solvent of ethanol-water (1:1), and the methyl est... Starting materials: C(C=C)[C@@]1(C(N([C@@H]([C@H](C1)C1=CC(=CC=C1)Cl)C1=CC=C(C=C1)Cl)[C@H](CO)CC)=O)C ((3S,5R,6S)-3-allyl-5-(3-chlorophenyl)-6-(4-chlorophenyl)-1-((S)-1-hydroxybutan-2-yl)-3-methylpiperidin-2-one), C1(CCC1)S(=O)(=O)N (cyclobutanesulfonamide). Run at temperature 40 celsius. Yields the product C(C=C)[C@@]1(C(N([C@@H]([C@H](C1)C1=CC(=CC=C1)Cl)C1=CC=C(C=C1)Cl)[C@H](CNS(=O)(=O)C1CCC1)CC)=O)C (N—((S)-2-((3S,5R,6S)-3-allyl-5-(3-chlorophenyl)-6-(4-chlorophenyl)-3-methyl-2-oxopiperidin-1-yl)butyl)cyclobutanesulfonamide), powder. Yield: 70.0%. RXN SMILES: [CH2:1]([C@@:4]1([CH3:30])[CH2:9][C@H:8]([C:10]2[CH:15]=[CH:14][CH:13]=[C:12]([Cl:16])[CH:11]=2)[C@@H:7]([C:17]2[CH:22]=[CH:21][C:20]([Cl:23])=[CH:19][CH:18]=2)[N:6]([C@@H:24]([CH2:27][CH3:28])[CH2:25]O)[C:5]1=[O:29])[CH:2]=[CH2:3].[CH:31]1([S:35]([NH2:38])(=[O:37])=[O:36])[CH2:34][CH2:33][CH2:32]1>>[CH2:1]([C@@:4]1([CH3:30])[CH2:9][C@H:8]([C:10]2[CH:15]=[CH:14][CH:13]=[C:12]([Cl:16])[CH:11]=2)[C@@H:7]([C:17]2[CH:22]=[CH:21][C:20]([Cl:23])=[CH:19][CH:18]=2)[N:6]([C@@H:24]([CH2:27][CH3:28])[CH2:25][NH:38][S:35]([CH:31]2[CH2:34][CH2:33][CH2:32]2)(=[O:37])=[O:36])[C:5]1=[O:29])[CH:2]=[CH2:3]. Procedure: The title compound was prepared from (3S,5R,6S)-3-allyl-5-(3-chlorophenyl)-6-(4-chlorophenyl)-1-((S)-1-hydroxybutan-2-yl)-3-methylpiperidin-2-one (Example 91, Step B, 250 mg, 0.560 mmol) and cyclobutanesulfonamide (Example 271G, 256 mg, 1.894 mmol) using the general procedure described in Step A of Example 272, albeit with an oil bath heated at 40° C. The crude product was purified by silica gel chromatography eluting with a gradient of EtOAc in hexanes. The product was obtained as a white powde... Starting materials: C(#N)CCN1N=NN=C1C=1C=C(C(=O)OC)C=CC1 (methyl 3-(1-(2-cyanoethyl)-1H-tetrazol-5-yl)benzoate), O.[OH-].[Li+] (lithium hydroxide monohydrate). Run in C1CCOC1 (THF), Cl (HCl), O (water). Reaction conditions: time 16 hour. The product is N1N=NN=C1C=1C=C(C(=O)O)C=CC1 (3-(1H-tetrazol-5-yl)benzoic acid). Yield: 75.1%. RXN SMILES: C(CC[N:5]1[C:9]([C:10]2[CH:11]=[C:12]([CH:17]=[CH:18][CH:19]=2)[C:13]([O:15]C)=[O:14])=[N:8][N:7]=[N:6]1)#N.O.[OH-].[Li+]>C1COCC1.O.Cl>[NH:8]1[C:9]([C:10]2[CH:11]=[C:12]([CH:17]=[CH:18][CH:19]=2)[C:13]([OH:15])=[O:14])=[N:5][N:6]=[N:7]1 |f:1.2.3|. Procedure details: To a solution of methyl 3-(1-(2-cyanoethyl)-1H-tetrazol-5-yl)benzoate (180 mg, 0.7 mmol) in 20 mL of THF cooled to 0° C. was added dropwise a solution of lithium hydroxide monohydrate (50 mg, 2.1 mmol) in 5.0 mL of water. The reaction mixture was stirred at RT for 16 h. THF was removed under reduced pressure to give a yellow oil which was diluted with 10 mL of 1 N HCl. The aqueous phase was extracted with EtOAc (2×25 mL), and the extracts were combined, dried over Na2SO4, and concentrated to aff... Reactants: Cc1cc2c(nc1F)C(=O)N(C(C)C1CC1)C2=O, N#CO[K], CN(C)C=O, O. Product: Cc1cc2c(nc1N)C(=O)N(C(C)C1CC1)C2=O. RXN SMILES: [CH:1]1([CH:4]([CH3:5])[N:6]2[C:7](=[O:8])[c:9]3[n:10][c:11]([F:18])[c:12]([CH3:17])[cH:13][c:14]3[C:15]2=[O:16])[CH2:2][CH2:3]1.[K:19][O:20][C:21]#[N:22].[O:23]=[CH:24][N:25]([CH3:26])[CH3:27].[OH2:28]>>[CH:1]1([CH:4]([CH3:5])[N:6]2[C:7](=[O:8])[c:9]3[n:10][c:11]([NH2:22])[c:12]([CH3:17])[cH:13][c:14]3[C:15]2=[O:16])[CH2:2][CH2:3]1.